From a dataset of the Open Reaction Database (ORD), a public repository of structured organic reaction records. describe an organic reaction: reactants, conditions, products, and yield Reactants: CNC1=CC=C(C=C1)C1CN=C2N(C(NC=3C=C(C=CC23)C(=O)OC)=O)C1 (methyl 3-[4-(methylamino)phenyl]-6-oxo-3,4,6,7-tetrahydro-2H-pyrimido[1,2-c]quinazoline-9-carboxylate), FC1=C(C=C(C=C1)C(F)(F)F)N=C=O (2-fluoro-5-(trifluoromethyl)phenyl isocyanate). Solvent: C1CCOC1 (THF). Conditions: time 15 minute. Product: FC1=C(C=C(C=C1)C(F)(F)F)NC(=O)N(C1=CC=C(C=C1)C1CN=C2N(C(NC=3C=C(C=CC23)C(=O)OC)=O)C1)C (Methyl 3-{4-[({[2-fluoro-5-(trifluoromethyl)phenyl]amino}carbonyl)(methyl)amino]phenyl}-6-oxo-3,4,6,7-tetrahydro-2H-pyrimido[1,2-c]quinazoline-9-carboxylate). Isolated yield 80.3%. Reaction SMILES: [CH3:1][NH:2][C:3]1[CH:8]=[CH:7][C:6]([CH:9]2[CH2:27][N:13]3[C:14](=[O:26])[NH:15][C:16]4[CH:17]=[C:18]([C:22]([O:24][CH3:25])=[O:23])[CH:19]=[CH:20][C:21]=4[C:12]3=[N:11][CH2:10]2)=[CH:5][CH:4]=1.[F:28][C:29]1[CH:34]=[CH:33][C:32]([C:35]([F:38])([F:37])[F:36])=[CH:31][C:30]=1[N:39]=[C:40]=[O:41]>C1COCC1>[F:28][C:29]1[CH:34]=[CH:33][C:32]([C:35]([F:38])([F:37])[F:36])=[CH:31][C:30]=1[NH:39][C:40]([N:2]([CH3:1])[C:3]1[CH:8]=[CH:7][C:6]([CH:9]2[CH2:27][N:13]3[C:14](=[O:26])[NH:15][C:16]4[CH:17]=[C:18]([C:22]([O:24][CH3:25])=[O:23])[CH:19]=[CH:20][C:21]=4[C:12]3=[N:11][CH2:10]2)=[CH:5][CH:4]=1)=[O:41]. Reported procedure: To a solution of methyl 3-[4-(methylamino)phenyl]-6-oxo-3,4,6,7-tetrahydro-2H-pyrimido[1,2-c]quinazoline-9-carboxylate (5.1 mg, 0.014 mmol) in 0.7 mL THF was added 2-fluoro-5-(trifluoromethyl)phenyl isocyanate (0.0024 mL, 0.017 mmol) and the reaction stirred at rt. After 15 min, the reaction was briefly warmed to approximately 50° C. and then allowed to cool to rt. At 1 hour the reaction was quenched with 1 mL MeOH and evaporated. The resulting solid was crystallized from EtOAc/hexane to give th... Starting materials: BrC=1C=C2CCC(C2=CC1)Cl (5-Bromo-1-chloro-2,3-dihydro-1H-indene), OC1=CC=C(C=C1)C(CC(=O)OC)N1N=CC=C1 (methyl 3-(4-hydroxyphenyl)-3-(1H-pyrazol-1-yl)propanoate). Conditions: temperature 40 celsius, time 1 hour. Product: BrC=1C=C2CCC(C2=CC1)OC1=CC=C(C=C1)C(CC(=O)OC)N1N=CC=C1 (Methyl 3-(4-(5-bromo-2,3-dihydro-1H-inden-1-yloxy)phenyl)-3-(1H-pyrazol-1-yl)propanoate). Yield: 30.0%. Reaction SMILES: [Br:1][C:2]1[CH:3]=[C:4]2[C:8](=[CH:9][CH:10]=1)[CH:7](Cl)[CH2:6][CH2:5]2.[OH:12][C:13]1[CH:18]=[CH:17][C:16]([CH:19]([N:25]2[CH:29]=[CH:28][CH:27]=[N:26]2)[CH2:20][C:21]([O:23][CH3:24])=[O:22])=[CH:15][CH:14]=1>>[Br:1][C:2]1[CH:3]=[C:4]2[C:8](=[CH:9][CH:10]=1)[CH:7]([O:12][C:13]1[CH:18]=[CH:17][C:16]([CH:19]([N:25]3[CH:29]=[CH:28][CH:27]=[N:26]3)[CH2:20][C:21]([O:23][CH3:24])=[O:22])=[CH:15][CH:14]=1)[CH2:6][CH2:5]2. Reported procedure: A mixture of 47.3 (0.16 mmol) and methyl 3-(4-hydroxyphenyl)-3-(1H-pyrazol-1-yl)propanoate 47.4 (obtained by the procedure of Example 58 set forth in US 2006/0004012 which is hereby incorporated by reference) (0.11 mmol) was stirred at 40° C. for 1 hour. After work up and chromatography, 47.5 was obtained in 30% yield. MS ESI (pos.) M/E: 441, 443 (M+H). Reactants: CCO, NC(N)=O, CCO[Si](CCCN)(OCC)OCC, N. Yields the product CCOC(=O)NCCC[Si](OCC)(OCC)OCC. As a reaction SMILES: [CH3:20][CH2:21][OH:22].[NH2:15][C:16]([NH2:17])=[O:18].[NH2:1][CH2:2][CH2:3][CH2:4][Si:5]([O:6][CH2:7][CH3:8])([O:9][CH2:10][CH3:11])[O:12][CH2:13][CH3:14].[NH3:19]>>[NH:1]([CH2:2][CH2:3][CH2:4][Si:5]([O:6][CH2:7][CH3:8])([O:9][CH2:10][CH3:11])[O:12][CH2:13][CH3:14])[C:16](=[O:18])[O:22][CH2:21][CH3:20].